describe an organic reaction: reactants, conditions, products, and yield From a dataset of the Open Reaction Database (ORD), a public repository of structured organic reaction records. The reactants are solution, [H-].[Al+3].[Li+].[H-].[H-].[H-] (lithium aluminium hydride), C(#N)C=1C=C(C=CC1)C=1C=C2CC(CC2=CC1)NS(=O)(=O)C(C)C (N-[5-(3-cyanophenyl)-2,3-dihydro-1H-inden-2-yl]-2-propanesulfonamide). Run in O1CCCC1 (tetrahydrofuran), O1CCCC1 (tetrahydrofuran). Yields the product NCC=1C=C(C=CC1)C=1C=C2CC(CC2=CC1)NS(=O)(=O)C(C)C (N-{5-[3-(aminomethyl)phenyl]-2,3-dihydro-1H-inden-2-yl}-2-propanesulfonamide). Isolated yield 98.7%. As a reaction SMILES: [H-].[Al+3].[Li+].[H-].[H-].[H-].[C:7]([C:9]1[CH:10]=[C:11]([C:15]2[CH:16]=[C:17]3[C:21](=[CH:22][CH:23]=2)[CH2:20][CH:19]([NH:24][S:25]([CH:28]([CH3:30])[CH3:29])(=[O:27])=[O:26])[CH2:18]3)[CH:12]=[CH:13][CH:14]=1)#[N:8]>O1CCCC1>[NH2:8][CH2:7][C:9]1[CH:10]=[C:11]([C:15]2[CH:16]=[C:17]3[C:21](=[CH:22][CH:23]=2)[CH2:20][CH:19]([NH:24][S:25]([CH:28]([CH3:30])[CH3:29])(=[O:27])=[O:26])[CH2:18]3)[CH:12]=[CH:13][CH:14]=1 |f:0.1.2.3.4.5|. Reported procedure: A 1.0M solution of lithium aluminium hydride in tetrahydrofuran (8 ml) was cooled to 0° C. in an ice/methanol bath with stirring under argon. The solution was then treated dropwise with a solution of N-[5-(3-cyanophenyl)-2,3-dihydro-1H-inden-2-yl]-2-propanesulfonamide (0.67 g, 1.97 mmol) in dry tetrahydrofuran (20 ml) over 15 mins. The cooling bath was removed and the whole mix stirred at reflux for 2 h. The reaction mix was allowed to cool to room temperature and quenched with water (0.8 ml), 1... The reactants are NC=1C(=NC=NC1Cl)N[C@@H]1C=C[C@@H](C1)CO ((1R,cis)-4-[(5-Amino-6-chloro-4-pyrimidinyl)amino]-2-cyclopentene-1-methanol), Cl (hydrochloric acid), C(C)OC(OCC)OCC (triethylorthoformate). Yields the product ClC1=C2N=CN(C2=NC=N1)[C@@H]1C=C[C@@H](C1)CO ((1R,cis)-4-(6-Chloro-9H-purin-9-yl)-2-cyclopentene-1-methanol). As a reaction SMILES: [NH2:1][C:2]1[C:3]([NH:9][C@H:10]2[CH2:14][C@@H:13]([CH2:15][OH:16])[CH:12]=[CH:11]2)=[N:4][CH:5]=[N:6][C:7]=1[Cl:8].Cl.[CH2:18](OC(OCC)OCC)C>>[Cl:8][C:7]1[N:6]=[CH:5][N:4]=[C:3]2[C:2]=1[N:1]=[CH:18][N:9]2[C@H:10]1[CH2:14][C@@H:13]([CH2:15][OH:16])[CH:12]=[CH:11]1. Reported procedure: (1R,cis)-4-[(5-Amino-6-chloro-4-pyrimidinyl)amino]-2-cyclopentene-1-methanol (from part d of this example, 9.63 g, 40.0 mmol), triethylorthoformate (150 mL), and concentrated hydrochloric acid (14 mL) were stirred for 3 hours. Volatiles were evaporated and the residual solid was partitioned between chloroform (300 mL) and saturated aqueous sodium carbonate (100 mL). The aqueous layer was extracted with chloroform (2×100 mL). The combined chloroform layers were dried (sodium sulfate). Volatiles w... Reactants: O=C([O-])[O-], CCOC(C)=O, CN(C)C=O, O=C(NCCc1ccc(O)cc1)c1ccc(-c2ccc(Cl)cc2)cc1, CCN(CC)CCCl, Cl, [K+], [K+]. Yields the product CCN(CC)CCOc1ccc(CCNC(=O)c2ccc(-c3ccc(Cl)cc3)cc2)cc1. RXN SMILES: [C:35](=[O:36])([O-:37])[O-:38].[CH3:41][CH2:42][O:43][C:44](=[O:45])[CH3:46].[CH3:47][N:48]([CH3:49])[CH:50]=[O:51].[Cl:1][c:2]1[cH:3][cH:4][c:5](-[c:8]2[cH:9][cH:10][c:11]([C:14](=[O:15])[NH:16][CH2:17][CH2:18][c:19]3[cH:20][cH:21][c:22]([OH:25])[cH:23][cH:24]3)[cH:12][cH:13]2)[cH:6][cH:7]1.[Cl:27][CH2:28][CH2:29][N:30]([CH2:31][CH3:32])[CH2:33][CH3:34].[ClH:26].[K+:39].[K+:40]>>[Cl:1][c:2]1[cH:3][cH:4][c:5](-[c:8]2[cH:9][cH:10][c:11]([C:14](=[O:15])[NH:16][CH2:17][CH2:18][c:19]3[cH:20][cH:21][c:22]([O:25][CH2:28][CH2:29][N:30]([CH2:31][CH3:32])[CH2:33][CH3:34])[cH:23][cH:24]3)[cH:12][cH:13]2)[cH:6][cH:7]1.